Dataset: the Open Reaction Database (ORD), a public repository of structured organic reaction records. Task: describe an organic reaction: reactants, conditions, products, and yield The reactants are C1(=CC=CC=C1)C(C(=O)O)CC(=O)O (phenylsuccinic acid), C(C)(=O)Cl (acetyl chloride). The solvent is C1(=CC=CC=C1)C (toluene). Yields the product C1(=CC=CC=C1)C1C(=O)OC(C1)=O (phenyl succinic anhydride). The yield is 69.3%. RXN SMILES: [C:1]1([CH:7]([CH2:11][C:12]([OH:14])=[O:13])[C:8]([OH:10])=O)[CH:6]=[CH:5][CH:4]=[CH:3][CH:2]=1.C(Cl)(=O)C>C1(C)C=CC=CC=1>[C:1]1([CH:7]2[CH2:11][C:12](=[O:13])[O:14][C:8]2=[O:10])[CH:2]=[CH:3][CH:4]=[CH:5][CH:6]=1. Reported procedure: A solution of phenylsuccinic acid (20.0 g, 0.10 mol), acetyl chloride, and 200 mL of toluene was stirred at reflux for 5.5 hours, removing H2O azeotropically during the reaction. After cooling to room temperature, toluene was evaporated in vacuo, and the residue was crystallized from ether to obtain 12.2 g of phenyl succinic anhydride as a white solid. Reactants: 1E, C1(=CC=CC=C1)C(N1C(C(C2=CC=CC=C12)C1=CC2=C(OCO2)C=C1O)=O)C1=CC=CC=C1 (1-(diphenylmethyl)-3-(6-hydroxy-1,3-benzodioxol-5-yl)-1,3-dihydro-2H-indol-2-one), BrC1=C2C(C(N(C2=CC=C1)CCCCC)=O)C1=CC2=C(OCO2)C=C1O (4-bromo-3-(6-hydroxy-1,3-benzodioxol-5-yl)-1-pentyl-1,3-dihydro-2H-indol-2-one). Product: C1(=CC=CC=C1)C(N1C(C(C2=CC=CC=C12)(CO)C1=CC2=C(OCO2)C=C1O)=O)C1=CC=CC=C1 (1-(diphenylmethyl)-3-(6-hydroxy-1,3-benzodioxol-5-yl)-3-(hydroxymethyl)-1,3-dihydro-2H-indol-2-one). RXN SMILES: [C:1]1([CH:7]([C:28]2[CH:33]=[CH:32][CH:31]=[CH:30][CH:29]=2)[N:8]2[C:16]3[C:11](=[CH:12][CH:13]=[CH:14][CH:15]=3)[CH:10]([C:17]3[C:25]([OH:26])=[CH:24][C:20]4[O:21][CH2:22][O:23][C:19]=4[CH:18]=3)[C:9]2=[O:27])[CH:6]=[CH:5][CH:4]=[CH:3][CH:2]=1.BrC1C=CC=C2C=1C(C1C(O)=CC3OCOC=3C=1)[C:38](=[O:49])N2CCCCC>>[C:28]1([CH:7]([C:1]2[CH:2]=[CH:3][CH:4]=[CH:5][CH:6]=2)[N:8]2[C:16]3[C:11](=[CH:12][CH:13]=[CH:14][CH:15]=3)[C:10]([C:17]3[C:25]([OH:26])=[CH:24][C:20]4[O:21][CH2:22][O:23][C:19]=4[CH:18]=3)([CH2:38][OH:49])[C:9]2=[O:27])[CH:33]=[CH:32][CH:31]=[CH:30][CH:29]=1. Reported procedure: Following the procedure as described in PREPARATION 1E, and making non-critical variations using 1-(diphenylmethyl)-3-(6-hydroxy-1,3-benzodioxol-5-yl)-1,3-dihydro-2H-indol-2-one to replace 4-bromo-3-(6-hydroxy-1,3-benzodioxol-5-yl)-1-pentyl-1,3-dihydro-2H-indol-2-one, the title compound was obtained (56%): MS (ES+) m/z 488.3 (M+23). Starting materials: CCOC(C)OCC1CCCC(=O)N1, COC(=O)COCC#CCI, [H-], [Na+], [Na+], O=C([O-])O, CN(C)C=O. The product is CCOC(C)OCC1CCCC(=O)N1CC#CCOCC(=O)OC. Reaction SMILES: [CH2:3]([CH3:4])[O:5][CH:6]([CH3:7])[O:8][CH2:9][CH:10]1[CH2:11][CH2:12][CH2:13][C:14](=[O:16])[NH:15]1.[CH3:17][O:18][C:19]([CH2:20][O:21][CH2:22][C:23]#[C:24][CH2:25][I:26])=[O:27].[H-:1].[Na+:2].[Na+:32].[O-:28][C:29]([OH:30])=[O:31].[O:33]=[CH:34][N:35]([CH3:36])[CH3:37]>>[CH2:3]([CH3:4])[O:5][CH:6]([CH3:7])[O:8][CH2:9][CH:10]1[CH2:11][CH2:12][CH2:13][C:14](=[O:16])[N:15]1[CH2:25][C:24]#[C:23][CH2:22][O:21][CH2:20][C:19]([O:18][CH3:17])=[O:27]. The reactants are NC1=CC=C(C=C1)C1=COC=2N=CN=C(C21)N (5-(4-Aminophenyl)furo[2,3-d]pyrimidin-4-amine), N1=CC=CC=C1 (pyridine), C1(=CC=CC=C1)S(=O)(=O)Cl (benzenesulfonyl chloride). The solvent is ClCCl (dichloromethane), O (water). Run at temperature 0 celsius, time 1 hour. Product: NC=1C2=C(N=CN1)OC=C2C2=CC=C(C=C2)NS(=O)(=O)C2=CC=CC=C2 (N-[4-(4-Aminofuro[2,3-d]pyrimidin-5-yl)phenyl]benzenesulfonamide). The yield is 64.5%. Reaction SMILES: [NH2:1][C:2]1[CH:7]=[CH:6][C:5]([C:8]2[C:16]3[C:15]([NH2:17])=[N:14][CH:13]=[N:12][C:11]=3[O:10][CH:9]=2)=[CH:4][CH:3]=1.N1C=CC=CC=1.[C:24]1([S:30](Cl)(=[O:32])=[O:31])[CH:29]=[CH:28][CH:27]=[CH:26][CH:25]=1>ClCCl.O>[NH2:17][C:15]1[C:16]2[C:8]([C:5]3[CH:4]=[CH:3][C:2]([NH:1][S:30]([C:24]4[CH:29]=[CH:28][CH:27]=[CH:26][CH:25]=4)(=[O:32])=[O:31])=[CH:7][CH:6]=3)=[CH:9][O:10][C:11]=2[N:12]=[CH:13][N:14]=1. Procedure: A 0° C. suspension of Example 13E (0.05 g, 0.22 mmol) in dichloromethane (4 mL) was treated with pyridine (0.022 mL, 0.26 mmol) and benzenesulfonyl chloride (0.03 mL, 0.23 mmol), stirred at 0° C. for 1 hour, warmed to room temperature, and stirred overnight. The reaction mixture was diluted with water and extracted twice with dichloromethane. The combined extracts were washed with brine, dried (Na2SO4), filtered, and concentrated. The concentrate was triturated with dichloromethane/hexanes to pr... The reactants are CC(C)(C)OC(=O)N1CCN(CC(c2cccc(Br)c2)C2(O)CCCCC2)CC1, [C-]#N, [C-]#N, CN(C)C=O, O=C(C=Cc1ccccc1)C=Cc1ccccc1, O=C(C=Cc1ccccc1)C=Cc1ccccc1, O=C(C=Cc1ccccc1)C=Cc1ccccc1, [Pd], [Pd], [Zn+2], [Zn]. Yields the product CC(C)(C)OC(=O)N1CCN(CC(c2cccc(C#N)c2)C2(O)CCCCC2)CC1. RXN SMILES: [Br:1][c:2]1[cH:3][c:4]([CH:8]([CH2:9][N:10]2[CH2:11][CH2:12][N:13]([C:16](=[O:17])[O:18][C:19]([CH3:20])([CH3:21])[CH3:22])[CH2:14][CH2:15]2)[C:23]2([OH:29])[CH2:24][CH2:25][CH2:26][CH2:27][CH2:28]2)[cH:5][cH:6][cH:7]1.[C-:35]#[N:36].[C-:38]#[N:39].[CH3:30][N:31]([CH3:32])[CH:33]=[O:34].[O:42]=[C:43]([CH:44]=[CH:45][c:46]1[cH:47][cH:48][cH:49][cH:50][cH:51]1)[CH:52]=[CH:53][c:54]1[cH:55][cH:56][cH:57][cH:58][cH:59]1.[O:60]=[C:61]([CH:62]=[CH:63][c:64]1[cH:65][cH:66][cH:67][cH:68][cH:69]1)[CH:70]=[CH:71][c:72]1[cH:73][cH:74][cH:75][cH:76][cH:77]1.[O:78]=[C:79]([CH:80]=[CH:81][c:82]1[cH:83][cH:84][cH:85][cH:86][cH:87]1)[CH:88]=[CH:89][c:90]1[cH:91][cH:92][cH:93][cH:94][cH:95]1.[Pd:40].[Pd:41].[Zn+2:37].[Zn:96]>>[c:2]1([C:30]#[N:31])[cH:3][c:4]([CH:8]([CH2:9][N:10]2[CH2:11][CH2:12][N:13]([C:16](=[O:17])[O:18][C:19]([CH3:20])([CH3:21])[CH3:22])[CH2:14][CH2:15]2)[C:23]2([OH:29])[CH2:24][CH2:25][CH2:26][CH2:27][CH2:28]2)[cH:5][cH:6][cH:7]1. The reactants are [K+].[Br-] (KBr), ice water, COC(=O)C1=CC=C(OCC2=C(C(=O)O)C=CC=C2)C=C1 (2-(4-methoxycarbonylphenoxy) methyl benzoic acid), FC(C(=O)OC(C(F)(F)F)=O)(F)F (trifluoroacetic anhydride). Run in C(Cl)Cl (methylene chloride). Conditions: time 1 hour. The product is O=C1C2=C(OCC3=C1C=CC=C3)C=CC(=C2)C(=O)OC (methyl 11-oxodibenz[b,e]oxepin-2-carboxylate). Isolated yield 91.1%. RXN SMILES: [K+].[Br-].[CH3:3][O:4][C:5]([C:7]1[CH:23]=[CH:22][C:10]([O:11][CH2:12][C:13]2[CH:21]=[CH:20][CH:19]=[CH:18][C:14]=2[C:15]([OH:17])=O)=[CH:9][CH:8]=1)=[O:6].FC(F)(F)C(OC(=O)C(F)(F)F)=O>C(Cl)Cl>[O:17]=[C:15]1[C:14]2[CH:18]=[CH:19][CH:20]=[CH:21][C:13]=2[CH2:12][O:11][C:10]2[CH:22]=[CH:23][C:7]([C:5]([O:4][CH3:3])=[O:6])=[CH:8][C:9]1=2 |f:0.1|. Reported procedure: IR (KBr disk): 3400, 1700, 1610, 1260, 1235 cm-1The thus obtained 2-(4-methoxycarbonylphenoxy) methyl benzoic acid (392.7 g) is suspended in 5.0 l of methylene chloride and 266.0 g of trifluoroacetic anhydride is added thereto. After stirring the mixture at room temperature for one hour, 19.4 g of boron trifluoride-ethylether complex is added thereto and the mixture is stirred at room temperature for two hours. The reaction solution is poured into ice water. After an organic solvent layer is sep... Reactants: C(=O)(O)C=1C=C(C=CC1O)N1C(=CC=2CCCCC12)C1=CC=CC=C1 (1-(3-carboxy-4-hydroxyphenyl)-2-phenyl-4,5,6,7-tetrahydroindole), C(C)(=O)OC(C)=O (acetic anhydride), O1CCCC1 (tetrahydrofuran). Solvent: O (water). Yields the product C(C)(=O)OC1=C(C=C(C=C1)N1C(=CC=2CCCCC12)C1=CC=CC=C1)C(=O)O (1-(4-Acetoxy-3-carboxyphenyl)-2-phenyl-4,5,6,7-tetrahydroindole). RXN SMILES: [C:1]([C:4]1[CH:5]=[C:6]([N:11]2[C:19]3[CH2:18][CH2:17][CH2:16][CH2:15][C:14]=3[CH:13]=[C:12]2[C:20]2[CH:25]=[CH:24][CH:23]=[CH:22][CH:21]=2)[CH:7]=[CH:8][C:9]=1[OH:10])([OH:3])=[O:2].[C:26](OC(=O)C)(=[O:28])[CH3:27].O1CCCC1>O>[C:26]([O:10][C:9]1[CH:8]=[CH:7][C:6]([N:11]2[C:19]3[CH2:18][CH2:17][CH2:16][CH2:15][C:14]=3[CH:13]=[C:12]2[C:20]2[CH:21]=[CH:22][CH:23]=[CH:24][CH:25]=2)=[CH:5][C:4]=1[C:1]([OH:3])=[O:2])(=[O:28])[CH3:27]. Reported procedure: A mixture of 25.0 g. (0.075 mole) of 1-(3-carboxy-4-hydroxyphenyl)-2-phenyl-4,5,6,7-tetrahydroindole and 225 g. (2.25 mole) of acetic anhydride was heated under reflux for 3 hours, diluted with 200 ml. of tetrahydrofuran, and poured into 3 l. of water. An oil separated and slowly solidified. Recrystallization from acetic acid gave a tan solid, m.p. 155°-162°. Reactants: N1(CCCCC1)CCO (1-piperidineethanol), N1=CC=C(C=C1)NC1=C(NC2=CC=CC=C12)C(=O)O (3-(4-pyridinylamino)-1H-indole-2-carboxylic acid), benzotriazol-1-yloxytris(pyrrlidino)-phosphonium hexafluorophosphate, C(C)N(C(C)C)CC (diethylisopropylamine), C([O-])([O-])=O.[K+].[K+] (potassium carbonate). The solvent is CN1C(CCC1)=O (1-methyl-2-pyrrolidinone). Reaction conditions: temperature 0 celsius. The product is N1(CCCCC1)CCOC(=O)C=1NC2=CC=CC=C2C1NC1=CC=NC=C1 (3-(Pyridin-4-ylamino)-1H-indole-2-carboxylic acid 2-piperidin-1-yl-ethyl ester). Isolated yield 38.4%. RXN SMILES: [N:1]1[CH:6]=[CH:5][C:4]([NH:7][C:8]2[C:16]3[C:11](=[CH:12][CH:13]=[CH:14][CH:15]=3)[NH:10][C:9]=2[C:17]([OH:19])=[O:18])=[CH:3][CH:2]=1.C(N(CC)C(C)C)C.[N:28]1([CH2:34][CH2:35]O)[CH2:33][CH2:32][CH2:31][CH2:30][CH2:29]1.C(=O)([O-])[O-].[K+].[K+]>CN1CCCC1=O>[N:28]1([CH2:34][CH2:35][O:18][C:17]([C:9]2[NH:10][C:11]3[C:16]([C:8]=2[NH:7][C:4]2[CH:5]=[CH:6][N:1]=[CH:2][CH:3]=2)=[CH:15][CH:14]=[CH:13][CH:12]=3)=[O:19])[CH2:33][CH2:32][CH2:31][CH2:30][CH2:29]1 |f:3.4.5|. Procedure: Stir under N2 at 0° C. a mixture of 3-(4-pyridinylamino)-1H-indole-2-carboxylic acid (0.25 g, 1 mmol), benzotriazol-1-yloxytris(pyrrlidino)-phosphonium hexafluorophosphate (0.52 g, 1 mmol), diethylisopropylamine (0.175 mL, 1 mmol) and 1-methyl-2-pyrrolidinone (4.0 mL). Add 1-piperidineethanol (0.50 mL, 3.8 mmol) in one portion and stir at ambient temperature for 18.5 h. Pour the reaction into 5% aqueous potassium carbonate and extract with ethyl acetate (2×20mL). Wash the combined extract with w...